The task is: describe an organic reaction: reactants, conditions, products, and yield. This data is from the Open Reaction Database (ORD), a public repository of structured organic reaction records. Starting materials: [BH4-], Cc1cccnc1C=O, CO, COC(OC)OC, [Na+], NCCCCNC(=O)c1ccc(CN(Cc2ncc[nH]2)Cc2ncc[nH]2)cc1. Yields the product Cc1cccnc1CNCCCCNC(=O)c1ccc(CN(Cc2ncc[nH]2)Cc2ncc[nH]2)cc1. RXN SMILES: [BH4-:45].[CH3:29][c:30]1[c:31]([CH:36]=[O:37])[n:32][cH:33][cH:34][cH:35]1.[CH3:47][OH:48].[CH:38]([O:39][CH3:40])([O:41][CH3:42])[O:43][CH3:44].[Na+:46].[nH:1]1[c:2]([CH2:6][N:7]([CH2:8][c:9]2[nH:10][cH:11][cH:12][n:13]2)[CH2:14][c:15]2[cH:16][cH:17][c:18]([C:19](=[O:20])[NH:21][CH2:22][CH2:23][CH2:24][CH2:25][NH2:26])[cH:27][cH:28]2)[n:3][cH:4][cH:5]1>>[nH:1]1[c:2]([CH2:6][N:7]([CH2:8][c:9]2[n:10][cH:11][cH:12][nH:13]2)[CH2:14][c:15]2[cH:16][cH:17][c:18]([C:19](=[O:20])[NH:21][CH2:22][CH2:23][CH2:24][CH2:25][NH:26][CH2:36][c:31]3[c:30]([CH3:29])[cH:35][cH:34][cH:33][n:32]3)[cH:27][cH:28]2)[n:3][cH:4][cH:5]1. The reactants are O=C([O-])[O-], Cc1ccc(S(=O)(=O)n2cc(I)c(OCc3ccccc3)n2)cc1, CCO, Cc1ccccc1, OB(O)c1ccc(Cl)cc1, [K+], [K+], c1ccc(P(c2ccccc2)(c2ccccc2)[Pd](P(c2ccccc2)(c2ccccc2)c2ccccc2)(P(c2ccccc2)(c2ccccc2)c2ccccc2)P(c2ccccc2)(c2ccccc2)c2ccccc2)cc1. Product: Cc1ccc(S(=O)(=O)n2cc(-c3ccc(Cl)cc3)c(OCc3ccccc3)n2)cc1. Reaction SMILES: [C:11](=[O:12])([O-:13])[O-:14].[CH2:17]([c:18]1[cH:19][cH:20][cH:21][cH:22][cH:23]1)[O:24][c:25]1[n:26][n:27]([S:31](=[O:32])(=[O:33])[c:34]2[cH:35][cH:36][c:37]([CH3:40])[cH:38][cH:39]2)[cH:28][c:29]1[I:30].[CH3:41][CH2:42][OH:43].[CH3:44][c:45]1[cH:46][cH:47][cH:48][cH:49][cH:50]1.[Cl:1][c:2]1[cH:3][cH:4][c:5]([B:8]([OH:9])[OH:10])[cH:6][cH:7]1.[K+:15].[K+:16].[cH:51]1[cH:52][cH:53][c:54]([P:55]([Pd:56]([P:57]([c:58]2[cH:59][cH:60][cH:61][cH:62][cH:63]2)([c:64]2[cH:65][cH:66][cH:67][cH:68][cH:69]2)[c:70]2[cH:71][cH:72][cH:73][cH:74][cH:75]2)([P:76]([c:77]2[cH:78][cH:79][cH:80][cH:81][cH:82]2)([c:83]2[cH:84][cH:85][cH:86][cH:87][cH:88]2)[c:89]2[cH:90][cH:91][cH:92][cH:93][cH:94]2)[P:95]([c:96]2[cH:97][cH:98][cH:99][cH:100][cH:101]2)([c:102]2[cH:103][cH:104][cH:105][cH:106][cH:107]2)[c:108]2[cH:109][cH:110][cH:111][cH:112][cH:113]2)([c:114]2[cH:115][cH:116][cH:117][cH:118][cH:119]2)[c:120]2[cH:121][cH:122][cH:123][cH:124][cH:125]2)[cH:126][cH:127]1>>[Cl:1][c:2]1[cH:3][cH:4][c:5](-[c:29]2[c:25]([O:24][CH2:17][c:18]3[cH:19][cH:20][cH:21][cH:22][cH:23]3)[n:26][n:27]([S:31](=[O:32])(=[O:33])[c:34]3[cH:35][cH:36][c:37]([CH3:40])[cH:38][cH:39]3)[cH:28]2)[cH:6][cH:7]1. The reactants are N([C@@H](CC1=CC=CC=C1)C(=O)O)C(=O)OCC1=CC=CC=C1 (ZPheOH), N[C@@H](CCC(OC(C)(C)C)=O)C(=O)OC.Cl (HGlu(tBu)OMe hydrochloride), anhydride, ClC(=O)OCC(C)C (isobutyl chloroformate). The product is N([C@@H](CC1=CC=CC=C1)C(=O)N[C@@H](CCC(OC(C)(C)C)=O)C(=O)OC)C(=O)OCC1=CC=CC=C1 (ZPhe-Glu(tBu)OMe). Reaction SMILES: [NH:1]([C:13]([O:15][CH2:16][C:17]1[CH:22]=[CH:21][CH:20]=[CH:19][CH:18]=1)=[O:14])[C@H:2]([C:10]([OH:12])=O)[CH2:3][C:4]1[CH:9]=[CH:8][CH:7]=[CH:6][CH:5]=1.[NH2:23][C@H:24]([C:34]([O:36][CH3:37])=[O:35])[CH2:25][CH2:26][C:27](=[O:33])[O:28][C:29]([CH3:32])([CH3:31])[CH3:30].Cl.ClC(OCC(C)C)=O>>[NH:1]([C:13]([O:15][CH2:16][C:17]1[CH:22]=[CH:21][CH:20]=[CH:19][CH:18]=1)=[O:14])[C@H:2]([C:10]([NH:23][C@H:24]([C:34]([O:36][CH3:37])=[O:35])[CH2:25][CH2:26][C:27](=[O:33])[O:28][C:29]([CH3:31])([CH3:32])[CH3:30])=[O:12])[CH2:3][C:4]1[CH:5]=[CH:6][CH:7]=[CH:8][CH:9]=1 |f:1.2|. Procedure details: Condensation of ZPheOH (3.00 g.) and HGlu(tBu)OMe hydrochloride salt (2.54 g.) by the mixed anhydride method using isobutyl chloroformate gave ZPhe-Glu(tBu)OMe in 88% yield. Debenzyloxycarbonylation of ZPhe-Glu(tBu)OMe (4.30 g.) by hydrogenation with palladium catalyst gave HPhe-Glu(tBu)OMe, which was not isolated but immediately condensed with BocPro-PheOH (3.12 g.) using dicyclohexylcarbodiimide and hydroxysuccinimide, affording BocPro-Phe-Phe-Glu(tBu)OMe in 22% yield. Hydrazinolysis of BocPro... Yield: 88.0%. Reported procedure: To a solution of 2-(2-oxopropyl)isoindoline-1,3-dione (1 g, 4.9 mmol) in 20 mL of DMF-DMA was added some of 4 A molecular sieve. The reaction mixture was stirred at 100° C. under N2 for 15 hr. After cooling down to RT, the mixture was filtered and collected 600 mg (47.5%) of crude (E)-2-(4-(dimethylamino)-2-oxobut-3-enyl) isoindoline-1,3-dione as a solid. MS (ESI) m/e [M+1]+ 259.1. Run at temperature 100 celsius, time 15 hour. Reactants: O=C(CN1C(C2=CC=CC=C2C1=O)=O)C (2-(2-oxopropyl)isoindoline-1,3-dione). Solvent: CN(C)C(OC)OC (DMF-DMA). The product is CN(/C=C/C(CN1C(C2=CC=CC=C2C1=O)=O)=O)C ((E)-2-(4-(Dimethylamino)-2-oxobut-3-enyl)isoindoline-1,3-dione). Reaction SMILES: [O:1]=[C:2]([CH3:15])[CH2:3][N:4]1[C:12](=[O:13])[C:11]2[C:6](=[CH:7][CH:8]=[CH:9][CH:10]=2)[C:5]1=[O:14]>CN(C(OC)OC)C>[CH3:3][N:4]([CH3:12])/[CH:5]=[CH:15]/[C:2](=[O:1])[CH2:3][N:4]1[C:5](=[O:14])[C:6]2[C:11](=[CH:10][CH:9]=[CH:8][CH:7]=2)[C:12]1=[O:13]. Reactants: N1(CCCC2=CC=CC=C12)S(=O)(=O)C1=CC=C(C(=O)O)C=C1 (4-(3,4-dihydroquinolin-1(2H)-ylsulfonyl)benzoic acid), NC=1SC=C(N1)C1=CC=C(C=C1)NC(C)=O (N-(4-(2-aminothiazol-4-yl)phenyl)acetamide). Product: C(C)(=O)NC1=CC=C(C=C1)C=1N=C(SC1)NC(C1=CC=C(C=C1)S(=O)(=O)N1CCCC2=CC=CC=C12)=O (N-(4-(4-acetamidophenyl)thiazol-2-yl)-4-(3,4-dihydroquinolin-1(2H)-ylsulfonyl)benzamide). RXN SMILES: [N:1]1([S:11]([C:14]2[CH:22]=[CH:21][C:17]([C:18](O)=[O:19])=[CH:16][CH:15]=2)(=[O:13])=[O:12])[C:10]2[C:5](=[CH:6][CH:7]=[CH:8][CH:9]=2)[CH2:4][CH2:3][CH2:2]1.[NH2:23][C:24]1[S:25][CH:26]=[C:27]([C:29]2[CH:34]=[CH:33][C:32]([NH:35][C:36](=[O:38])[CH3:37])=[CH:31][CH:30]=2)[N:28]=1>>[C:36]([NH:35][C:32]1[CH:33]=[CH:34][C:29]([C:27]2[N:28]=[C:24]([NH:23][C:18](=[O:19])[C:17]3[CH:21]=[CH:22][C:14]([S:11]([N:1]4[C:10]5[C:5](=[CH:6][CH:7]=[CH:8][CH:9]=5)[CH2:4][CH2:3][CH2:2]4)(=[O:12])=[O:13])=[CH:15][CH:16]=3)[S:25][CH:26]=2)=[CH:30][CH:31]=1)(=[O:38])[CH3:37]. Procedure: 4-(3,4-dihydroquinolin-1(2H)-ylsulfonyl)benzoic acid (1) (100 mg, 0.32 mmol) was treated with N-(4-(2-aminothiazol-4-yl)phenyl)acetamide (57 mg, 0.24 mmol) using method B. The residue was purified using flash chromatography eluting with 0-60% EtOAc in hexanes to give N-(4-(4-acetamidophenyl)thiazol-2-yl)-4-(3,4-dihydroquinolin-1(2H)-ylsulfonyl)benzamide as a white solid. Yield: 28 mg (22%). 1H-NMR: 10.02 (s, 1H), 8.20 (d, J=8.5 Hz, 2H), 7.86 (d, J=8.5 Hz, 2H), 7.75 (d, J=8.5 Hz, 2H), 7.67-7.58 (...